describe an organic reaction: reactants, conditions, products, and yield From a dataset of the Open Reaction Database (ORD), a public repository of structured organic reaction records. Reactants: C1CCC2=NS(C3=C(N21)C=CC(=C3)O)(=O)=O (2,3-Dihydro-1H-pyrrolo[2,1-c][1,2,4]benzothiadiazin-7-ol 5,5-dioxide), COC(=O)C=1C=C(C=CC1)B(O)O ([3-(methoxycarbonyl)phenyl]boronic acid). Yields the product O=S1(N=C2N(C3=C1C=C(C=C3)OC=3C=C(C(=O)OC)C=CC3)CCC2)=O (Methyl 3-[(5,5-Dioxido-2,3-dihydro-1H-pyrrolo[2,1-c][1,2,4]benzothiadiazin-7-yl)oxy]benzoate). Reaction SMILES: [CH2:1]1[N:9]2[C:4](=[N:5][S:6](=[O:16])(=[O:15])[C:7]3[CH:13]=[C:12]([OH:14])[CH:11]=[CH:10][C:8]=32)[CH2:3][CH2:2]1.[CH3:17][O:18][C:19]([C:21]1[CH:22]=[C:23](B(O)O)[CH:24]=[CH:25][CH:26]=1)=[O:20]>>[O:16]=[S:6]1(=[O:15])[C:7]2[CH:13]=[C:12]([O:14][C:25]3[CH:26]=[C:21]([CH:22]=[CH:23][CH:24]=3)[C:19]([O:18][CH3:17])=[O:20])[CH:11]=[CH:10][C:8]=2[N:9]2[CH2:1][CH2:2][CH2:3][C:4]2=[N:5]1. Procedure: The procedure is as in Step B of Example 1, using the compound obtained in Step A of Example 1 and [3-(methoxycarbonyl)phenyl]boronic acid as starting materials. Starting materials: F[B-](F)(F)F, O=C(O)c1cnoc1Cc1ccccc1, CCN(C(C)C)C(C)C, Cl, CN(C)C=O, OC1(c2ccccc2)CCNC1, CN(C)C(On1nnc2ccccc21)=[N+](C)C. The product is O=C(c1cnoc1Cc1ccccc1)N1CCC(O)(c2ccccc2)C1. RXN SMILES: [B-:16]([F:17])([F:18])([F:19])[F:20].[CH2:1]([c:2]1[cH:3][cH:4][cH:5][cH:6][cH:7]1)[c:8]1[c:9]([C:13](=[O:14])[OH:15])[cH:10][n:11][o:12]1.[CH2:38]([N:39]([CH:40]([CH3:41])[CH3:42])[CH:43]([CH3:44])[CH3:45])[CH3:46].[ClH:47].[O:60]=[CH:61][N:62]([CH3:63])[CH3:64].[c:48]1([C:54]2([OH:59])[CH2:55][NH:56][CH2:57][CH2:58]2)[cH:49][cH:50][cH:51][cH:52][cH:53]1.[n:21]1([O:22][C:23]([N:24]([CH3:25])[CH3:26])=[N+:27]([CH3:28])[CH3:29])[c:30]2[cH:31][cH:32][cH:33][cH:34][c:35]2[n:36][n:37]1>>[CH2:1]([c:2]1[cH:3][cH:4][cH:5][cH:6][cH:7]1)[c:8]1[c:9]([C:13](=[O:15])[N:56]2[CH2:55][C:54]([c:48]3[cH:49][cH:50][cH:51][cH:52][cH:53]3)([OH:59])[CH2:58][CH2:57]2)[cH:10][n:11][o:12]1.